From a dataset of the Open Reaction Database (ORD), a public repository of structured organic reaction records. describe an organic reaction: reactants, conditions, products, and yield Starting materials: C1COC(C=2C(=NN(C2)C(=O)OC)C=2OC(=CC2)[N+](=O)[O-])O1 (1-methoxycarbonyl-3-(5-nitro-2-furyl)pyrazole-4-carboxaldehyde-ethyleneacetal), N1CCCCC1 (piperidine), ( a ). Solvent: O1CCOCC1 (dioxan), O (water). The product is [N+](=O)([O-])C1=CC=C(O1)C1=NNC=C1C=O (3-(5-nitro-2-furyl)-1H-pyrazole-4-carboxaldehyde). RXN SMILES: C1O[CH:4]([C:5]2[C:6]([C:14]3[O:15][C:16]([N+:19]([O-:21])=[O:20])=[CH:17][CH:18]=3)=[N:7][N:8](C(OC)=O)[CH:9]=2)[O:3]C1.N1CCCCC1>O1CCOCC1.O>[N+:19]([C:16]1[O:15][C:14]([C:6]2[C:5]([CH:4]=[O:3])=[CH:9][NH:8][N:7]=2)=[CH:18][CH:17]=1)([O-:21])=[O:20]. Procedure: React 3.1 g of 1-methoxycarbonyl-3-(5-nitro-2-furyl)pyrazole-4-carboxaldehyde-ethyleneacetal in 50 ml of dioxan and 25 ml of water with 1.73 g of piperidine for 20 minutes at room temperature (20° C) and then proceed according to the method of part (a) above to obtain 3-(5-nitro-2-furyl)-1H-pyrazole-4-carboxaldehyde with a melting point of 185° to 187° C. Reactants: COC(=O)c1cc(Cl)cc2c1NC(c1cccc([N+](=O)[O-])c1)C(C)(C)C2, CCO, Cl, [Fe]. Product: COC(=O)c1cc(Cl)cc2c1NC(c1cccc(N)c1)C(C)(C)C2. Reaction SMILES: [CH3:1][O:2][C:3](=[O:4])[c:5]1[cH:6][c:7]([Cl:26])[cH:8][c:9]2[c:14]1[NH:13][CH:12]([c:15]1[cH:16][c:17]([N+:21]([O-:22])=[O:23])[cH:18][cH:19][cH:20]1)[C:11]([CH3:24])([CH3:25])[CH2:10]2.[CH3:27][CH2:28][OH:29].[ClH:30].[Fe:31]>>[CH3:1][O:2][C:3](=[O:4])[c:5]1[cH:6][c:7]([Cl:26])[cH:8][c:9]2[c:14]1[NH:13][CH:12]([c:15]1[cH:16][c:17]([NH2:21])[cH:18][cH:19][cH:20]1)[C:11]([CH3:24])([CH3:25])[CH2:10]2. The reactants are COC=1CCC(CCN1)C1=CC=CC=C1 (3,4,5,6,-tetrahydro-7-methoxy-4-phenyl-2H-azepine), [Cl-].[NH4+] (ammonium chloride). Solvent: CO (MeOH). Product: Cl.C1(=CC=CC=C1)C1CCC(NCC1)=N (hexahydro-5-phenyl-1H-azepin-2-imine, monohydrochloride). Yield: 94.6%. Reaction SMILES: CO[C:3]1[CH2:4][CH2:5][CH:6]([C:10]2[CH:15]=[CH:14][CH:13]=[CH:12][CH:11]=2)[CH2:7][CH2:8][N:9]=1.[Cl-:16].[NH4+:17]>CO>[ClH:16].[C:10]1([CH:6]2[CH2:7][CH2:8][NH:9][C:3](=[NH:17])[CH2:4][CH2:5]2)[CH:15]=[CH:14][CH:13]=[CH:12][CH:11]=1 |f:1.2,4.5|. Reported procedure: The product of EXAMPLE 30 (17 g, 8.6 mmol) in 20 mL of MeOH was reacted with ammonium chloride (0.43 g, 8.0 mmol) by the method of EXAMPLE 27 to yield 1.7 g (91%) of the title material. Reactants: [F-].C(CCC)[N+](CCCC)(CCCC)CCCC (Tetrabutyl ammonium fluoride), C(C)(C)(C)[Si](O[C@@H]1C[C@@H]2N(C(N(C2)C2=CC=C(C=C2)OC(F)(F)F)=O)C1)(C1=CC=CC=C1)C1=CC=CC=C1 ((6R,7aS)-6-(tert-Butyl-diphenyl-silanyloxy)-2-(4-trifluoromethoxy-phenyl)-hexahydro-pyrrolo[1,2-c]imidazol-3-one), O (water). Run in C1CCOC1 (THF). Reaction conditions: time 2 hour. Product: O[C@@H]1C[C@@H]2N(C(N(C2)C2=CC=C(C=C2)OC(F)(F)F)=O)C1 ((6R,7aS)-6-Hydroxy-2-(4-trifluoromethoxy-phenyl)-hexahydro-pyrrolo[1,2-c]imidazol-3-one). Yield: 95.2%. As a reaction SMILES: [F-].C([N+](CCCC)(CCCC)CCCC)CCC.C([Si](C1C=CC=CC=1)(C1C=CC=CC=1)[O:24][C@H:25]1[CH2:44][N:28]2[C:29](=[O:43])[N:30]([C:32]3[CH:37]=[CH:36][C:35]([O:38][C:39]([F:42])([F:41])[F:40])=[CH:34][CH:33]=3)[CH2:31][C@@H:27]2[CH2:26]1)(C)(C)C.O>C1COCC1>[OH:24][C@H:25]1[CH2:44][N:28]2[C:29](=[O:43])[N:30]([C:32]3[CH:37]=[CH:36][C:35]([O:38][C:39]([F:42])([F:40])[F:41])=[CH:34][CH:33]=3)[CH2:31][C@@H:27]2[CH2:26]1 |f:0.1|. Procedure: Tetrabutyl ammonium fluoride (1.0 g, 3.8 mmol) was added to a solution of (6R,7aS)-6-(tert-Butyl-diphenyl-silanyloxy)-2-(4-trifluoromethoxy-phenyl)-hexahydro-pyrrolo[1,2-c]imidazol-3-one (1.8 g, 3.3 mmol) in anhydrous THF (20 mL). The mixture was stirred for 2 hours at room temperature. The mixture was poured into water (50 mL), extracted with ethyl acetate (3×50 mL). The organic layers was combined, washed with brine (50 mL), dried over anhydrous sodium sulphate, filtered and concentrated. The ...